Dataset: the Open Reaction Database (ORD), a public repository of structured organic reaction records. Task: describe an organic reaction: reactants, conditions, products, and yield The reactants are S1C(=CC=C1)C1SCC(S1)CO (2-(thiophen-2-yl)-4-hydroxymethyl-1,3-dithiolane), OCC1SCSC1 (4-hydroxymethyl-1,3-dithiolane). Yields the product S1C(=CC=C1)C1SCC(S1)CS (2-(thiophen-2-yl)-4-mercaptomethyl-1,3-dithiolane). As a reaction SMILES: [S:1]1[CH:5]=[CH:4][CH:3]=[C:2]1[CH:6]1[S:10][CH:9]([CH2:11]O)[CH2:8][S:7]1.OCC1CSC[S:16]1>>[S:1]1[CH:5]=[CH:4][CH:3]=[C:2]1[CH:6]1[S:10][CH:9]([CH2:11][SH:16])[CH2:8][S:7]1. Reported procedure: The same method was followed as in Example 1 except that 2-(thiophen-2-yl)-4-hydroxymethyl-1,3-dithiolane produced in Example 5 was used in stead of 4-hydroxymethyl-1,3-dithiolane synthesized in Manufacturing Example 1 to obtain 2-(thiophen-2-yl)-4-mercaptomethyl-1,3-dithiolane represented by the following formula (2-9). The reactants are CC1=NC(=C2C(N1)=CC(=N2)C=2C=CCCC2)C2=CCCCC2 (2-methyl-4-(1-cyclohexenyl)-5H-6-phenylpyrrolo[3,2-d]pyrimidine). The reagents and catalysts are O=[Pt]=O (PtO2). Run in C(C)O (ethanol). Product: C1(CCCCC1)C1=C2C(NC(=N1)C)=CC(=N2)C2=CC=CC=C2 (4-Cyclohexyl-2-methyl-6-phenylpyrrolo[3,2-d]pyrimidine). RXN SMILES: [CH3:1][C:2]1[NH:7][C:6]2=[CH:8][C:9]([C:11]3[CH:12]=[CH:13][CH2:14][CH2:15][CH:16]=3)=[N:10][C:5]2=[C:4]([C:17]2[CH2:22][CH2:21][CH2:20][CH2:19][CH:18]=2)[N:3]=1>C(O)C.O=[Pt]=O>[CH:17]1([C:4]2[N:3]=[C:2]([CH3:1])[NH:7][C:6]3=[CH:8][C:9]([C:11]4[CH:12]=[CH:13][CH:14]=[CH:15][CH:16]=4)=[N:10][C:5]=23)[CH2:18][CH2:19][CH2:20][CH2:21][CH2:22]1. Procedure details: A solution of 2-methyl-4-(1-cyclohexenyl)-5H-6-phenylpyrrolo[3,2-d]pyrimidine (Example 59) (96 mg, 0.33 mmol) in ethanol (5 mL) was agitated on a Parr Apparatus at room temperature in the presence of PtO2 (Aldrich Chemical Company) (20 mg, 0.088 mmol) under H2 (70 psi) for 30 h. The reaction mixture was filtered through a pad of Celite and concentrated on a rotary evaporator. Chromatography on silica gel with a gradient eluant of EtOAc (0-20%):hexanes (100-80%) afforded 55 mg (57%) of the title ... Reactants: CN1N=CC(=C1C(NC1=CC=2N(C=C1)N=C(N2)C2=CC=CC=C2)=O)C(=O)O (1-methyl-5-(2-phenyl-[1,2,4]triazolo[1,5-a]pyridin-7-ylcarbamoyl)-1H-pyrazole-4-carboxylic acid), C(C)(C)N (isopropylamine), CCCP(=O)=O (propylphosphonic anhydride). The solvent is O1CCCC1 (tetrahydrofurane). Run at temperature 70 celsius, time 20 hour. Product: C(C)(C)NC(=O)C=1C=NN(C1C(=O)NC1=CC=2N(C=C1)N=C(N2)C2=CC=CC=C2)C (N4-isopropyl-1-methyl-N5-(2-phenyl-[1,2,4]triazolo[1,5-a]pyridin-7-yl)-1H-pyrazole-4,5-dicarboxamide). The yield is 83.5%. As a reaction SMILES: [CH3:1][N:2]1[C:6]([C:7](=[O:24])[NH:8][C:9]2[CH:14]=[CH:13][N:12]3[N:15]=[C:16]([C:18]4[CH:23]=[CH:22][CH:21]=[CH:20][CH:19]=4)[N:17]=[C:11]3[CH:10]=2)=[C:5]([C:25](O)=[O:26])[CH:4]=[N:3]1.[CH:28]([NH2:31])([CH3:30])[CH3:29].CCCP(=O)=O>O1CCCC1>[CH:28]([NH:31][C:25]([C:5]1[CH:4]=[N:3][N:2]([CH3:1])[C:6]=1[C:7]([NH:8][C:9]1[CH:14]=[CH:13][N:12]2[N:15]=[C:16]([C:18]3[CH:23]=[CH:22][CH:21]=[CH:20][CH:19]=3)[N:17]=[C:11]2[CH:10]=1)=[O:24])=[O:26])([CH3:30])[CH3:29]. Reported procedure: A mixture of 1-methyl-5-(2-phenyl-[1,2,4]triazolo[1,5-a]pyridin-7-ylcarbamoyl)-1H-pyrazole-4-carboxylic acid (100 mg, 276 μmol), isopropylamine (119 μl, 1.38 mmol) and propylphosphonic anhydride (50% in ethyl acetate, 407 ul, 318.8 mmol) in tetrahydrofurane (7.00 ml) is stirred for 20 hours at 70° C. under nitrogen atmosphere. The solvent is evaporated and to the residue is added sat. aqueous sodium hydrogencarbonate solution. The mixture is stirred for 20 minutes while a white solid precipitate... Reactants: CN(CCCNC(=O)N1CCN(CC1)C1=CC=CC=C1)C (N-[3-(Dimethylamino)propyl]-4-phenyl-1-piperazine-carboxamide), C(=O)(N1C=NC=C1)N1C=NC=C1 (1,1'-carbonyldiimidazole), CN(C)CCN (unsym-dimethylethylenediamine), C1(=CC=CC=C1)N1CCNCC1 (1-phenylpiperazine). The solvent is O1CCCC1 (tetrahydrofuran). Yields the product CN(CCNC(=O)N1CCN(CC1)C1=CC=CC=C1)C (N-[2-(Dimethylamino)ethyl]-4-phenyl-1-piperazine-carboxamide). The yield is 43.0%. RXN SMILES: CN(C)C[CH2:4][CH2:5][NH:6][C:7]([N:9]1[CH2:14][CH2:13][N:12]([C:15]2[CH:20]=[CH:19][CH:18]=[CH:17][CH:16]=2)[CH2:11][CH2:10]1)=[O:8].[C:22](N1C=CN=C1)([N:24]1C=CN=[CH:25]1)=O.CN(CCN)C.C1(N2CCNCC2)C=CC=CC=1>O1CCCC1>[CH3:22][N:24]([CH3:25])[CH2:4][CH2:5][NH:6][C:7]([N:9]1[CH2:10][CH2:11][N:12]([C:15]2[CH:16]=[CH:17][CH:18]=[CH:19][CH:20]=2)[CH2:13][CH2:14]1)=[O:8]. Procedure details: This compound was prepared according to the procedure used to synthesize the compound of Example 5. A mixture of 5.7 g (0.035 mole) of 1,1'-carbonyldiimidazole, 3.0 g (0.034 mole) of unsym-dimethylethylenediamine and 4.9 g (0.03 mole) of 1-phenylpiperazine in a total of 200 ml of tetrahydrofuran gave 3.6 g (43%) of title compound as a white powder, m.p. 88°-90° C., after recrystallization from diisopropyl ether.